From a dataset of the Open Reaction Database (ORD), a public repository of structured organic reaction records. describe an organic reaction: reactants, conditions, products, and yield Starting materials: [OH-].[Na+] (sodium hydroxide), ClC1=C(C(=C(C(=C1F)Cl)F)Cl)F (1,3,5-trichloro-2,4,6-trifluorobenzene). The reagents and catalysts are [Pd] (Palladium on carbon). The solvent is O (water). Run at temperature 140 celsius. The product is FC1=CC(=CC(=C1)F)F (1,3,5-trifluorobenzene). Yield: 98.3%. As a reaction SMILES: [OH-].[Na+].Cl[C:4]1[C:9]([F:10])=[C:8](Cl)[C:7]([F:12])=[C:6](Cl)[C:5]=1[F:14]>[Pd].O>[F:10][C:9]1[CH:4]=[C:5]([F:14])[CH:6]=[C:7]([F:12])[CH:8]=1 |f:0.1|. Reported procedure: Palladium on carbon (10%, 300 mg), aqueous sodium hydroxide solution (35% strength, 26.5 g, 232 mmol, 3.7 equivalents), 62 g of water and 1,3,5-trichloro-2,4,6-trifluorobenzene (15 g, 62 mmol) were placed in a pressure vessel. After flushing with nitrogen, the pressure vessel was heated to 140° C. and pressurized with 30 bar of hydrogen. A hydrogen pressure of 30 bar was maintained at 140° C. for 12 hours. After cooling to 20-25° C., the pressure vessel was depressurized. The reaction solution w... Reactants: CN(CCCOC1=C(C=O)C=CC=C1)C (2-(3-dimethylaminopropoxy)benzaldehyde), Cl.NCC(=O)OCC (glycine, ethyl ester, hydrochloride), [OH-].[K+] (potassium hydroxide). Run in C(C)O (ethanol). Conditions: time 3 hour. The product is CN(CCCOC1=C(C=CC=C1)C=NCC(=O)OCC)C ([[[2-[3-(Dimethylamino)propoxy]phenyl]methylene]amino]acetic acid, ethyl ester). The yield is 98.8%. Reaction SMILES: [CH3:1][N:2]([CH3:15])[CH2:3][CH2:4][CH2:5][O:6][C:7]1[CH:14]=[CH:13][CH:12]=[CH:11][C:8]=1[CH:9]=O.Cl.[NH2:17][CH2:18][C:19]([O:21][CH2:22][CH3:23])=[O:20].[OH-].[K+]>C(O)C>[CH3:1][N:2]([CH3:15])[CH2:3][CH2:4][CH2:5][O:6][C:7]1[CH:14]=[CH:13][CH:12]=[CH:11][C:8]=1[CH:9]=[N:17][CH2:18][C:19]([O:21][CH2:22][CH3:23])=[O:20] |f:1.2,3.4|. Reported procedure: A stirred solution of 15 g of 2-(3-dimethylaminopropoxy)benzaldehyde and 10.2 g of glycine, ethyl ester, hydrochloride in 300 ml of ethanol is treated with 4.8 g of 85% potassium hydroxide and stirring continued for 3 hours at room temperature. Potassium chloride is filtered off, washed with ethanol, and the solvent is removed on a rotary evaporator (water bath temperature, 30°-35° C.). The residue is dissolved in ether, filtered, and the evaporation repeated to give 20.9 g of an oil. The materi... Starting materials: NC=1C=C2C=3CC(CCC3NC2=CC1)N(C)C (6-amino-3-(dimethyl)amino-1,2,3,4-tetrahydro-9H-carbazole), ClC1=C(C(=O)Cl)C=CC(=C1)Cl (2,4-dichlorobenzoyl chloride). Product: ClC1=C(C(=O)NC=2C=C3C=4CC(CCC4NC3=CC2)N(C)C)C=CC(=C1)Cl (6-(2,4-dichlorobenzoyl)amino-3-(dimethyl)amino-1,2,3,4-tetrahydro-9H-carbazole). Isolated yield 69.2%. RXN SMILES: [NH2:1][C:2]1[CH:3]=[C:4]2[C:12](=[CH:13][CH:14]=1)[NH:11][C:10]1[CH2:9][CH2:8][CH:7]([N:15]([CH3:17])[CH3:16])[CH2:6][C:5]2=1.[Cl:18][C:19]1[CH:27]=[C:26]([Cl:28])[CH:25]=[CH:24][C:20]=1[C:21](Cl)=[O:22]>>[Cl:18][C:19]1[CH:27]=[C:26]([Cl:28])[CH:25]=[CH:24][C:20]=1[C:21]([NH:1][C:2]1[CH:3]=[C:4]2[C:12](=[CH:13][CH:14]=1)[NH:11][C:10]1[CH2:9][CH2:8][CH:7]([N:15]([CH3:17])[CH3:16])[CH2:6][C:5]2=1)=[O:22]. Reported procedure: Beginning with 10.4 mg (0.046 mMol) 6-amino-3-(dimethyl)amino-1,2,3,4-tetrahydro-9H-carbazole and 9.5 μL (0.051 mMol) 2,4-dichlorobenzoyl chloride, 12.8 mg (72%) of the title compound were recovered as a light beige solid. Reactants: CC(C)=O, CCO, CC(C)O, O=S1(=O)CCCC(O)C1. Product: O=C1CCCS(=O)(=O)C1. As a reaction SMILES: [CH3:10][C:11](=[O:12])[CH3:13].[CH3:18][CH2:19][OH:20].[CH:14]([OH:15])([CH3:16])[CH3:17].[S:1]1(=[O:8])(=[O:9])[CH2:2][CH:3]([OH:7])[CH2:4][CH2:5][CH2:6]1>>[S:1]1(=[O:8])(=[O:9])[CH2:2][C:3](=[O:7])[CH2:4][CH2:5][CH2:6]1.